describe an organic reaction: reactants, conditions, products, and yield From a dataset of the Open Reaction Database (ORD), a public repository of structured organic reaction records. Reactants: CC(C)(C)[Si](C)(C)N1CCc2cc(Br)cnc21, [Li]C(C)(C)C, CCCCC, CCOCC, CN(C)C=O. Yields the product CC(C)(C)[Si](C)(C)N1CCc2cc(C=O)cnc21. As a reaction SMILES: [Br:1][c:2]1[cH:3][c:4]2[c:5]([n:6][cH:7]1)[N:8]([Si:11]([CH3:12])([CH3:13])[C:14]([CH3:15])([CH3:16])[CH3:17])[CH2:9][CH2:10]2.[C:18]([Li:19])([CH3:20])([CH3:21])[CH3:22].[CH3:23][CH2:24][CH2:25][CH2:26][CH3:27].[CH3:33][CH2:34][O:35][CH2:36][CH3:37].[O:28]=[CH:29][N:30]([CH3:31])[CH3:32]>>[c:2]1([CH:29]=[O:28])[cH:3][c:4]2[c:5]([n:6][cH:7]1)[N:8]([Si:11]([CH3:12])([CH3:13])[C:14]([CH3:15])([CH3:16])[CH3:17])[CH2:9][CH2:10]2.